Task: describe an organic reaction: reactants, conditions, products, and yield. Dataset: the Open Reaction Database (ORD), a public repository of structured organic reaction records Starting materials: N1C=NC2=C1C=CC(=C2)N (1H-benzo[d]imidazol-5-amine), TEA, N1(C=NC=C1)C(=O)N1C=NC=C1 (di-(imidazol-1-yl)methanone), N1(CCCCC1)C1=CC=C(C=O)C=C1 (4-(piperidin-1-yl)benzaldehyde), [Si](C)(C)(C)C#N (TMSCN). The reagents and catalysts are [Pd] (Pd/C). Yields the product N1C=NC2=C1C=CC(=C2)N2C(NCC2C2=CC=C(C=C2)N2CCCCC2)=O (1-(1H-benzo[d]imidazol-5-yl)-5-(4-(piperidin-1-yl)phenyl)imidazolidin-2-one). Reaction SMILES: [NH:1]1[C:5]2[CH:6]=[CH:7][C:8]([NH2:10])=[CH:9][C:4]=2[N:3]=[CH:2]1.[N:11]1([C:17]2[CH:24]=[CH:23][C:20]([CH:21]=O)=[CH:19][CH:18]=2)[CH2:16][CH2:15][CH2:14][CH2:13][CH2:12]1.[Si](C#N)(C)(C)C.[N:31]1([C:36](N2C=CN=C2)=[O:37])C=CN=[CH:32]1>[Pd]>[NH:1]1[C:5]2[CH:6]=[CH:7][C:8]([N:10]3[CH:21]([C:20]4[CH:23]=[CH:24][C:17]([N:11]5[CH2:16][CH2:15][CH2:14][CH2:13][CH2:12]5)=[CH:18][CH:19]=4)[CH2:32][NH:31][C:36]3=[O:37])=[CH:9][C:4]=2[N:3]=[CH:2]1. Procedure: The compound was synthesized starting from 1H-benzo[d]imidazol-5-amine (0.400 g, 3 mmol), 4-(piperidin-1-yl)benzaldehyde (0.570 g, 3 mmol), TMSCN (0.375 mL, 3 mmol), Pd/C (10%, 0.02 g), TEA 1.05 mL, 7.5 mmol), di-(imidazol-1-yl)methanone (0.730 g, 4.5 mmol) as described in method 2. Reactants: O=C(Cl)CCl, ClCCCl, Oc1ccccc1OCC1NCCS1. Yields the product O=C(CCl)N1CCSC1COc1ccccc1O. RXN SMILES: [Cl:1][CH2:2][C:3](=[O:4])[Cl:5].[Cl:20][CH2:21][CH2:22][Cl:23].[OH:6][c:7]1[c:8]([O:9][CH2:10][CH:11]2[S:12][CH2:13][CH2:14][NH:15]2)[cH:16][cH:17][cH:18][cH:19]1>>[Cl:1][CH2:2][C:3](=[O:4])[N:15]1[CH:11]([CH2:10][O:9][c:8]2[c:7]([OH:6])[cH:19][cH:18][cH:17][cH:16]2)[S:12][CH2:13][CH2:14]1. Reactants: CCOCC(=O)N1C(=O)OCC1Cc1ccccc1, Cc1cc(C=O)ccc1OCCc1nc(-c2ccccc2)oc1C. The product is CCOC(C(=O)N1C(=O)OCC1Cc1ccccc1)C(O)c1ccc(OCCc2nc(-c3ccccc3)oc2C)c(C)c1. Reaction SMILES: [CH2:25]([c:26]1[cH:27][cH:28][cH:29][cH:30][cH:31]1)[CH:32]1[N:33]([C:38]([CH2:39][O:40][CH2:41][CH3:42])=[O:43])[C:34](=[O:37])[O:35][CH2:36]1.[CH3:1][c:2]1[cH:3][c:4]([CH:5]=[O:6])[cH:7][cH:8][c:9]1[O:10][CH2:11][CH2:12][c:13]1[n:14][c:15](-[c:19]2[cH:20][cH:21][cH:22][cH:23][cH:24]2)[o:16][c:17]1[CH3:18]>>[CH3:1][c:2]1[cH:3][c:4]([CH:5]([OH:6])[CH:39]([C:38]([N:33]2[CH:32]([CH2:25][c:26]3[cH:27][cH:28][cH:29][cH:30][cH:31]3)[CH2:36][O:35][C:34]2=[O:37])=[O:43])[O:40][CH2:41][CH3:42])[cH:7][cH:8][c:9]1[O:10][CH2:11][CH2:12][c:13]1[n:14][c:15](-[c:19]2[cH:20][cH:21][cH:22][cH:23][cH:24]2)[o:16][c:17]1[CH3:18]. The reactants are COc1cc(C)c(Br)c(C)n1, O=C1CCC(=O)N1Cl, CN(C)C=O. The product is COc1nc(C)c(Br)c(C)c1Cl. As a reaction SMILES: [Br:1][c:2]1[c:3]([CH3:11])[n:4][c:5]([O:9][CH3:10])[cH:6][c:7]1[CH3:8].[Cl:12][N:13]1[C:14](=[O:15])[CH2:16][CH2:17][C:18]1=[O:19].[O:20]=[CH:21][N:22]([CH3:23])[CH3:24]>>[Br:1][c:2]1[c:3]([CH3:11])[n:4][c:5]([O:9][CH3:10])[c:6]([Cl:12])[c:7]1[CH3:8]. Reactants: ClC=1C=C2C=CNC2=CC1 (5-chloro-1H-indole), hydrate, Cl.N1CCC(CC1)=O (4-piperidone hydrochloride), [OH-].[K+] (potassium hydroxide). The solvent is O (water). Run at time 8 hour. Yields the product ClC=1C=C2C(=CNC2=CC1)C=1CCNCC1 (5-chloro-3-(1,2,3,6-tetrahydropyridin-4-yl)-1H-indole). Reaction SMILES: [Cl:1][C:2]1[CH:3]=[C:4]2[C:8](=[CH:9][CH:10]=1)[NH:7][CH:6]=[CH:5]2.Cl.[NH:12]1[CH2:17][CH2:16][C:15](=O)[CH2:14][CH2:13]1.[OH-].[K+]>O>[Cl:1][C:2]1[CH:3]=[C:4]2[C:8](=[CH:9][CH:10]=1)[NH:7][CH:6]=[C:5]2[C:15]1[CH2:16][CH2:17][NH:12][CH2:13][CH:14]=1 |f:1.2,3.4|. Procedure details: A mixture of 15.1 g of 5-chloro-1H-indole, 30.7 g of the hydrate of 4-piperidone hydrochloride and 150 ml of 2 N methanolic potassium hydroxide solution was refluxed under an inert atmosphere for 71/2 hours and was allowed to stand overnight at room temperature. The mixture was poured into 1.5 liters of water and the mixture was extracted with ethyl acetate. The organic phase was washed with water, aqueous sodium chloride solution, was dried over magnesium sulfate and evaporated to dryness. The ... Starting materials: CC(=O)[CH-]C(C)=O, CC(C)=CCOC(=O)C=[N+]=[N-], C1COCCO1. Product: CC1(C)C2COC(=O)C21. As a reaction SMILES: [CH-:12]([C:13](=[O:14])[CH3:15])[C:16](=[O:17])[CH3:18].[N+:1](=[N-:2])=[CH:3][C:4](=[O:5])[O:6][CH2:7][CH:8]=[C:9]([CH3:10])[CH3:11].[O:19]1[CH2:20][CH2:21][O:22][CH2:23][CH2:24]1>>[CH:3]12[C:4](=[O:5])[O:6][CH2:7][CH:8]1[C:9]2([CH3:10])[CH3:11]. The reactants are BrC1=CC=C(C=C1)C(C(F)F)=O (1-(4-bromo-phenyl)-2,2-difluoro-ethanone), [BH4-].[Na+] (NaBH4), oil. Solvent: C1CCOC1 (THF). Product: BrC1=CC=C(C=C1)C(C(F)F)O (1-(4-bromo-phenyl)-2,2-difluoro-ethanol). Reaction SMILES: [Br:1][C:2]1[CH:7]=[CH:6][C:5]([C:8](=[O:12])[CH:9]([F:11])[F:10])=[CH:4][CH:3]=1.[BH4-].[Na+]>C1COCC1>[Br:1][C:2]1[CH:3]=[CH:4][C:5]([CH:8]([OH:12])[CH:9]([F:11])[F:10])=[CH:6][CH:7]=1 |f:1.2|. Procedure: The title compound was prepared from 1-(4-bromo-phenyl)-2,2-difluoro-ethanone (1.6 g) (for synthesis, e.g.: G. K. Prakash et al; Journal of Fluorine Chemistry; 112; 2001; p 357) by standard reduction with NaBH4 (0.515 g) in THF (20 ml) at RT and 2 h reaction time as colorless oil (1.23 g). MS (m/e)=236 [MH+].